From a dataset of the Open Reaction Database (ORD), a public repository of structured organic reaction records. describe an organic reaction: reactants, conditions, products, and yield Reactants: C(C)NCCN1C2=C(OCC1)C=C(C=C2)NC(=N)C=2SC=CC2 (N-(4-(2-(ethylamino)ethyl)-3,4-dihydro-2H-benzo[b][1,4]oxazin-7-yl)thiophene-2-carboximidamide), Cl (HCl). The solvent is CO (MeOH). Run at time 1 hour. The product is Cl.Cl.C(C)NCCN1C2=C(OCC1)C=C(C=C2)NC(=N)C=2SC=CC2 (N-(4-(2-(Ethylamino)ethyl)-3,4-dihydro-2H-benzo[b][1,4]oxazin-7-yl)thiophene-2-carboximidamide dihydrochloride). Yield: 76.1%. RXN SMILES: [CH2:1]([NH:3][CH2:4][CH2:5][N:6]1[CH2:11][CH2:10][O:9][C:8]2[CH:12]=[C:13]([NH:16][C:17]([C:19]3[S:20][CH:21]=[CH:22][CH:23]=3)=[NH:18])[CH:14]=[CH:15][C:7]1=2)[CH3:2].[ClH:24]>CO>[ClH:24].[ClH:24].[CH2:1]([NH:3][CH2:4][CH2:5][N:6]1[CH2:11][CH2:10][O:9][C:8]2[CH:12]=[C:13]([NH:16][C:17]([C:19]3[S:20][CH:21]=[CH:22][CH:23]=3)=[NH:18])[CH:14]=[CH:15][C:7]1=2)[CH3:2] |f:3.4.5|. Reported procedure: A suspension of N-(4-(2-(ethylamino)ethyl)-3,4-dihydro-2H-benzo[b][1,4]oxazin-7-yl)thiophene-2-carboximidamide (0.1 g, 0.303 mmol) in MeOH (3 mL), under positive argon pressure, was treated with a 1M HCl ethereal solution (1.51 mL, 1.51 mmol). The reaction stirred at room temperature for 1 hour, and the mixture was then concentrated to give a yellow-brown solid (93 mg, 76%). 1H-NMR (DMSO-d6) δ 11.20 (brs, 1H), 9.67 (brs, 1H), 9.23 (brs, 2H), 8.67 (brs, 1H), 8.16-8.08 (m, 2H), 7.37-7.36 (m, 1H), ... The reactants are C1(CCCCC1)N=C=NC1CCCCC1 (dicyclohexylcarbodiimide), ClC1=C2C=CC=NC2=C(C=C1)OCC(=O)O (5-chloroquinolin-8-oxyacetic acid), C(C=C)OCC(O)C (2-allyloxy-1-methylethanol), CN(C)C=1C=NC=CC1 (3-(N,N-dimethylamino)-pyridine). The solvent is C(Cl)Cl (methylene chloride), C(Cl)Cl (methylene chloride), CN(C=O)C (dimethylformamide). Reaction conditions: temperature 0 celsius, time 15 hour. The product is ClC1=C2C=CC=NC2=C(C=C1)OCC(=O)OC(COCC=C)C (2-allyloxy-1-methylethyl 5-chloroquinolin-8-oxyacetate). Yield: 72.3%. As a reaction SMILES: [Cl:1][C:2]1[CH:11]=[CH:10][C:9]([O:12][CH2:13][C:14]([OH:16])=[O:15])=[C:8]2[C:3]=1[CH:4]=[CH:5][CH:6]=[N:7]2.[CH2:17]([O:20][CH2:21][CH:22]([CH3:24])O)[CH:18]=[CH2:19].C1(N=C=NC2CCCCC2)CCCCC1.CN(C1C=NC=CC=1)C>C(Cl)Cl.CN(C)C=O>[Cl:1][C:2]1[CH:11]=[CH:10][C:9]([O:12][CH2:13][C:14]([O:16][CH:22]([CH3:24])[CH2:21][O:20][CH2:17][CH:18]=[CH2:19])=[O:15])=[C:8]2[C:3]=1[CH:4]=[CH:5][CH:6]=[N:7]2. Reported procedure: 5.0 g (0.021 mol) of 5-chloroquinolin-8-oxyacetic acid and 2.44 g (0.021 mol) of 2-allyloxy-1-methylethanol are suspended in a mixture of 40 ml of methylene chloride and 40 ml of dimethylformamide and the suspension is cooled to 0° C. 4.78 g (0.023 mol) of dicyclohexylcarbodiimide, dissolved in 10 ml of methylene chloride, are added dropwise at this temperature, and 200 mg of 3-(N,N-dimethylamino)-pyridine are then added. The mixture is stirred at room temperature for 15 hours and the precipitat... Starting materials: SC=1OC2=C(N1)C=CC(=C2)O (2-Sulfanyl-1,3-benzoxazol-6-ol), S(=O)(Cl)Cl (thionyl chloride). The solvent is CN(C=O)C (dimethylformamide). The product is ClC=1OC2=C(N1)C=CC(=C2)O (2-chloro-1,3-benzoxazol-6-ol). Reaction SMILES: S[C:2]1[O:3][C:4]2[CH:10]=[C:9]([OH:11])[CH:8]=[CH:7][C:5]=2[N:6]=1.S(Cl)([Cl:14])=O>CN(C)C=O>[Cl:14][C:2]1[O:3][C:4]2[CH:10]=[C:9]([OH:11])[CH:8]=[CH:7][C:5]=2[N:6]=1. Procedure details: 2-Sulfanyl-1,3-benzoxazol-6-ol (2.08 g) [see Preparation 33] was added to thionyl chloride (12.3 ml), followed by dimethylformamide (0.93 ml). The reaction mixture was heated to reflux for 5 minutes, after which time the mixture was allowed to cool. The solvent was removed under reduced pressure, the residue azeotroped twice with xylene, and the residue then partitioned between diethyl ether and water. The organic layer was separated, dried over magnesium sulphate and the solvent removed under r... The reactants are C12C(C3CC(CC(C1)C3)C2)OC(=O)NC(CC2=CNC3=CC=CC=C23)(C(=O)O)C (2-adamantyloxycarbonyl-α-methyl-DL-tryptophan), Cl.Cl.N1C(=NC2=C1C=CC=C2)CCN (1H-benzimidazole-2-ethanamine dihydrochloride). The solvent is C(C)N(CC)CC (triethylamine). Product: N1C(=NC2=C1C=CC=C2)CCNC(C(C)(CC2=CNC1=CC=CC=C21)NC(OC2C1CC3CC(CC2C3)C1)=O)=O (Tricyclo[3.3.1.13,7 ]dec-2-yl (±)-[2-[[2-(1H-benzimidazol-2-yl)ethyl]amino]-1-(1H-indol-3-ylmethyl)-1-methyl-2-oxoethyl]carbamate). As a reaction SMILES: [CH:1]12[CH2:10][CH:5]3[CH2:6][CH:7]([CH2:9][CH:3]([CH2:4]3)[CH:2]1[O:11][C:12]([NH:14][C:15]([CH3:29])([C:26]([OH:28])=O)[CH2:16][C:17]1[C:25]3[C:20](=[CH:21][CH:22]=[CH:23][CH:24]=3)[NH:19][CH:18]=1)=[O:13])[CH2:8]2.Cl.Cl.[NH:32]1[C:36]2[CH:37]=[CH:38][CH:39]=[CH:40][C:35]=2[N:34]=[C:33]1[CH2:41][CH2:42][NH2:43]>C(N(CC)CC)C>[NH:32]1[C:36]2[CH:37]=[CH:38][CH:39]=[CH:40][C:35]=2[N:34]=[C:33]1[CH2:41][CH2:42][NH:43][C:26](=[O:28])[C:15]([NH:14][C:12](=[O:13])[O:11][CH:2]1[CH:3]2[CH2:9][CH:7]3[CH2:6][CH:5]([CH2:10][CH:1]1[CH2:8]3)[CH2:4]2)([CH2:16][C:17]1[C:25]2[C:20](=[CH:21][CH:22]=[CH:23][CH:24]=2)[NH:19][CH:18]=1)[CH3:29] |f:1.2.3|. Procedure details: Following the procedure of Example 70, the title compound was prepared from 0.50 g (1.26 mmol) of 2-adamantyloxycarbonyl-α-methyl-DL-tryptophan and 0.33 g (1.41 mmol) of 1H-benzimidazole-2-ethanamine dihydrochloride with 0.5 mL of added triethylamine. The purified product after chromatography was obtained as a white foam, 0.38 g (56%); 1H NMR (CDCl3) δ1.46-1.91 (17H, m), 3.01-3.16 (2H, m), 3.27 (1H, d, J 15 Hz), 3.43 (1H, d, J 15 Hz), 3.58 (2H, m), 4.80 (1H, br s), 5.23 (1H, s), 6.67 (1H, m), 6.... Starting materials: CC1CCN(c2cc3nc(C(C)(C)C)sc3cc2N=C=S)CC1, C1CNCCN1, CC(C)O, ClC(Cl)Cl. Yields the product CC1CCN(c2cc3nc(C(C)(C)C)sc3cc2NC(=S)N2CCNCC2)CC1. As a reaction SMILES: [C:1]([CH3:2])([CH3:3])([CH3:4])[c:5]1[s:6][c:7]2[c:8]([n:9]1)[cH:10][c:11]([N:17]1[CH2:18][CH2:19][CH:20]([CH3:23])[CH2:21][CH2:22]1)[c:12]([N:14]=[C:15]=[S:16])[cH:13]2.[CH2:24]1[CH2:25][NH:26][CH2:27][CH2:28][NH:29]1.[CH:30]([OH:31])([CH3:32])[CH3:33].[CH:34]([Cl:35])([Cl:36])[Cl:37]>>[C:1]([CH3:2])([CH3:3])([CH3:4])[c:5]1[s:6][c:7]2[c:8]([n:9]1)[cH:10][c:11]([N:17]1[CH2:18][CH2:19][CH:20]([CH3:23])[CH2:21][CH2:22]1)[c:12]([NH:14][C:15](=[S:16])[N:26]1[CH2:25][CH2:24][NH:29][CH2:28][CH2:27]1)[cH:13]2. Reactants: OC1=CC=C(C=C1)C1=CC=C(C(=O)OC)C=C1 (methyl 4-(4′-hydroxyphenyl)benzoate), C(CCC)Br (n-butylbromide), C([O-])([O-])=O.[Na+].[Na+] (sodium carbonate). Run in CN(C=O)C (N,N-dimethylformamide). Product: C(CCC)OC1=CC=C(C=C1)C1=CC=C(C(=O)OC)C=C1 (methyl 4-(4′-butyloxyphenyl)benzoate). As a reaction SMILES: [OH:1][C:2]1[CH:7]=[CH:6][C:5]([C:8]2[CH:17]=[CH:16][C:11]([C:12]([O:14][CH3:15])=[O:13])=[CH:10][CH:9]=2)=[CH:4][CH:3]=1.[CH2:18](Br)[CH2:19][CH2:20][CH3:21].C(=O)([O-])[O-].[Na+].[Na+]>CN(C)C=O>[CH2:18]([O:1][C:2]1[CH:3]=[CH:4][C:5]([C:8]2[CH:17]=[CH:16][C:11]([C:12]([O:14][CH3:15])=[O:13])=[CH:10][CH:9]=2)=[CH:6][CH:7]=1)[CH2:19][CH2:20][CH3:21] |f:2.3.4|. Reported procedure: A solution of methyl 4-(4′-hydroxyphenyl)benzoate (2.02 g), n-butylbromide (3 ml) and sodium carbonate (3.6 g) in N,N-dimethylformamide was stirred for 17 hours at 80° C. The reaction mixture was cooled to room temperature and partitioned between ethyl acetate and water. The aqueous layer was extracted with ethyl acetate. The combined organic layer was washed with water and brine. After dried over magnesium sulfate, the solution was evaporated in vacuo. The residue was triturated with n-hexane t...